From a dataset of the Open Reaction Database (ORD), a public repository of structured organic reaction records. describe an organic reaction: reactants, conditions, products, and yield Starting materials: Cc1cc(NCC(=O)O)c([N+](=O)[O-])cc1Br, CCO, [Na], O, O, Cl[Sn]Cl. Yields the product Cc1cc2c(cc1Br)NC(=O)CN2. As a reaction SMILES: [Br:2][c:3]1[cH:4][c:5]([N+:15]([O-:16])=[O:17])[c:6]([NH:10][CH2:11][C:12](=[O:13])[OH:14])[cH:7][c:8]1[CH3:9].[CH3:23][CH2:24][OH:25].[Na:1].[OH2:18].[OH2:19].[Sn:20]([Cl:21])[Cl:22]>>[Br:2][c:3]1[cH:4][c:5]2[c:6]([cH:7][c:8]1[CH3:9])[NH:10][CH2:11][C:12](=[O:13])[NH:15]2. Reactants: C(#N)CC(CN1N=CN=C1)(O)C1=C(C=C(C=C1)Cl)Cl (1-Cyano-2-(2,4-dichlorophenyl)-3-(1H-1,2,4-triazol-1-yl)-2-propanol), C([O-])(O)=O.[Na+] (sodium bicarbonate). Solvent: S(O)(O)(=O)=O (sulfuric acid), O (water). Product: C(=O)(O)CC(CN1N=CN=C1)(O)C1=C(C=C(C=C1)Cl)Cl (1-Carboxy-2-(2,4-dichlorophenyl)-3-(1H-1,2,4-triazol-1yl)propan-2-ol). RXN SMILES: C([CH2:3][C:4]([C:12]1[CH:17]=[CH:16][C:15]([Cl:18])=[CH:14][C:13]=1[Cl:19])([OH:11])[CH2:5][N:6]1[CH:10]=[N:9][CH:8]=[N:7]1)#N.[C:20](=[O:23])(O)[O-:21].[Na+]>S(=O)(=O)(O)O.O>[C:20]([CH2:3][C:4]([C:12]1[CH:17]=[CH:16][C:15]([Cl:18])=[CH:14][C:13]=1[Cl:19])([OH:11])[CH2:5][N:6]1[CH:10]=[N:9][CH:8]=[N:7]1)([OH:21])=[O:23] |f:1.2|. Procedure details: 1-Cyano-2-(2,4-dichlorophenyl)-3-(1H-1,2,4-triazol-1-yl)-2-propanol (4 g, 13.9 mmole) was dissolved in 40% aqueous sulfuric acid (100 ml) and heated in an oil bath at 100°-110° C. for 18 hours. The solution was then cooled, diluted with water (200 ml), and rendered alkaline by the slow addition of solid sodium bicarbonate. The mixture was then extracted several times with ethyl acetate (3×100 ml) and the aqueous phase was rendered acidic (pH 3) by the addition of dilute orthophosphoric acid. The... As a reaction SMILES: [Cl:1][C:2]1[CH:26]=[CH:25][CH:24]=[CH:23][C:3]=1[CH2:4][C:5]1[O:6][C:7]2[C:13]([CH2:14][CH2:15][CH2:16][O:17]S(C)(=O)=O)=[CH:12][C:11]([Cl:22])=[CH:10][C:8]=2[N:9]=1.[CH3:27][O-].[Na+].CO.[Na]>O>[Cl:1][C:2]1[CH:26]=[CH:25][CH:24]=[CH:23][C:3]=1[CH2:4][C:5]1[O:6][C:7]2[C:13]([CH2:14][CH2:15][CH2:16][O:17][CH3:27])=[CH:12][C:11]([Cl:22])=[CH:10][C:8]=2[N:9]=1 |f:1.2,^1:31|. Starting materials: ClC1=C(CC=2OC3=C(N2)C=C(C=C3CCCOS(=O)(=O)C)Cl)C=CC=C1 (2-(2-Chlorobenzyl)-5-chloro-7-(3-methanesulfonyloxy-1-propyl)-benzoxazole), C[O-].[Na+] (sodium methoxide), CO (methanol), [Na] (sodium). Reported procedure: 2-(2-Chlorobenzyl)-5-chloro-7-(3-methanesulfonyloxy-1-propyl)-benzoxazole was stirred overnight with a solution of sodium methoxide prepared from methanol (100 ml) and sodium (2.7 g, 0.118 mol). The reaction mixture was diluted with water and extracted with dichloromethane. The dichloromethane solution was washed with water and evaporated to give the crude product (10 g). The crude product was purified over flash chromatography silica gel and eluted with 30% dichloromethane/hexane. The effluent ... Run in O (water). Yields the product ClC1=C(CC=2OC3=C(N2)C=C(C=C3CCCOC)Cl)C=CC=C1 (2-(2-Chlorobenzyl)-5-chloro-7-(3-methoxy-1-propyl)Benzoxazole). Reactants: [Al+3], O=C(O)C1=Cc2c1ccc1c2OCO1, CCOCC, [H-], [H-], [H-], [H-], [H-], [Li+]. Product: OCC1=Cc2c1ccc1c2OCO1. As a reaction SMILES: [Al+3:2].[CH2:7]1[O:8][c:9]2[c:10]([cH:11][cH:12][c:13]3[c:16]2[CH:15]=[C:14]3[C:17](=[O:18])[OH:19])[O:20]1.[CH3:22][CH2:23][O:24][CH2:25][CH3:26].[H-:1].[H-:21].[H-:4].[H-:5].[H-:6].[Li+:3]>>[CH2:7]1[O:8][c:9]2[c:10]([cH:11][cH:12][c:13]3[c:16]2[CH:15]=[C:14]3[CH2:17][OH:18])[O:20]1. The reactants are COC1=CC=C(C=C1)B(O)O ((4-methoxyphenyl)boronic acid), BrC=1C=CC(=NC1C)N (5-bromo-6-methylpyridin-2-amine), C(C)(=O)[O-].[K+] (potassium acetate). The reagents and catalysts are ClCCl.[Pd](Cl)Cl.C1(=CC=CC=C1)P([C-]1C=CC=C1)C1=CC=CC=C1.[C-]1(C=CC=C1)P(C1=CC=CC=C1)C1=CC=CC=C1.[Fe+2] (1,1′-bis(diphenylphosphino)ferrocene-palladium dichloride dichloromethane). Solvent: O1CCOCC1 (1,4-dioxane). Yields the product COC1=CC=C(C=C1)C=1C=CC(=NC1C)N (5-(4-methoxyphenyl)-6-methylpyridin-2-amine). Reaction SMILES: [CH3:1][O:2][C:3]1[CH:8]=[CH:7][C:6](B(O)O)=[CH:5][CH:4]=1.Br[C:13]1[CH:14]=[CH:15][C:16]([NH2:20])=[N:17][C:18]=1[CH3:19].C([O-])(=O)C.[K+]>ClCCl.[Pd](Cl)Cl.C1(P(C2C=CC=CC=2)[C-]2C=CC=C2)C=CC=CC=1.[C-]1(P(C2C=CC=CC=2)C2C=CC=CC=2)C=CC=C1.[Fe+2].O1CCOCC1>[CH3:1][O:2][C:3]1[CH:8]=[CH:7][C:6]([C:13]2[CH:14]=[CH:15][C:16]([NH2:20])=[N:17][C:18]=2[CH3:19])=[CH:5][CH:4]=1 |f:2.3,4.5.6.7.8|. Procedure details: (4-methoxyphenyl)boronic acid (1 g, 6.58 mmol), 5-bromo-6-methylpyridin-2-amine (1.23 g, 6.58 mmol), 1,1′-bis(diphenylphosphino)ferrocene-palladium dichloride dichloromethane adduct (537 mg, 0.658 mmol), potassium acetate (1.29 g, 13.16 mmol) and 1,4-dioxane (5 mL) were placed in a sealed tube and the mixture was subjected to microwave irradiation at 140° C. for 30 minutes. The resulting crude mixture was purified by flash column chromatography on SiO2 (Biotage 40+M cartridge, ethyl acetate) to ...